Dataset: the Open Reaction Database (ORD), a public repository of structured organic reaction records. Task: describe an organic reaction: reactants, conditions, products, and yield Reactants: NC=1N=C(SC1C(=O)C1=CC(=C(C=C1)Cl)[N+](=O)[O-])NC1=CC=C(C=C1)N1CCN(CC1)C ([4-amino-2-[[4-(4-methyl-1-piperazinyl)phenyl]amino]-5-thiazolyl](4-chloro-3-nitrophenyl)methanone), N1CC(CCC1)CO (racemic 3-piperidinemethanol). RXN SMILES: [NH2:1][C:2]1[N:3]=[C:4]([NH:19][C:20]2[CH:25]=[CH:24][C:23]([N:26]3[CH2:31][CH2:30][N:29]([CH3:32])[CH2:28][CH2:27]3)=[CH:22][CH:21]=2)[S:5][C:6]=1[C:7]([C:9]1[CH:14]=[CH:13][C:12](Cl)=[C:11]([N+:16]([O-:18])=[O:17])[CH:10]=1)=[O:8].[NH:33]1[CH2:38][CH2:37][CH2:36][CH:35]([CH2:39][OH:40])[CH2:34]1>>[NH2:1][C:2]1[N:3]=[C:4]([NH:19][C:20]2[CH:25]=[CH:24][C:23]([N:26]3[CH2:31][CH2:30][N:29]([CH3:32])[CH2:28][CH2:27]3)=[CH:22][CH:21]=2)[S:5][C:6]=1[C:7]([C:9]1[CH:14]=[CH:13][C:12]([N:33]2[CH2:38][CH2:37][CH2:36][CH:35]([CH2:39][OH:40])[CH2:34]2)=[C:11]([N+:16]([O-:18])=[O:17])[CH:10]=1)=[O:8]. Reported procedure: This compound was prepared from the compound of Example 15 and racemic 3-piperidinemethanol (Aldrich) by the procedure used in Example 57. Mass spectrum (ES) MH+=552. Yields the product NC=1N=C(SC1C(=O)C1=CC(=C(C=C1)N1CC(CCC1)CO)[N+](=O)[O-])NC1=CC=C(C=C1)N1CCN(CC1)C (Racemic [4-Amino-2-[[4-(4-methyl-1-piperazinyl)phenyl]amino]-5-thiazolyl][3-nitro-4-[3-(hydroxymethyl)-1-piperidinyl]phenyl]methanone). The reactants are OC1(C=CC(C1)=O)CCCCOC1=CC=CC=C1 (4-hydroxy-4-(4-phenoxybutyl)-2-cyclopentenone), FC(S(=O)(=O)O[Si](C)(C)C)(F)F (trimethylsilyl trifluoromethanesulfonate), CCOCC (ether), O (water). Solvent: C(C)(C)N(CC)C(C)C (diisopropylethylamine). Conditions: time 20 minute. Product: O(C1=CC=CC=C1)CCCCC1(C=CC(C1)=O)O[Si](C)(C)C (4-(4-phenoxybutyl)-4-trimethylsilyloxy-2-cyclopentenone). Yield: 76.9%. RXN SMILES: [OH:1][C:2]1([CH2:8][CH2:9][CH2:10][CH2:11][O:12][C:13]2[CH:18]=[CH:17][CH:16]=[CH:15][CH:14]=2)[CH2:6][C:5](=[O:7])[CH:4]=[CH:3]1.FC(F)(F)S(O[Si:25]([CH3:28])([CH3:27])[CH3:26])(=O)=O.O.CCOCC>C(N(C(C)C)CC)(C)C>[O:12]([CH2:11][CH2:10][CH2:9][CH2:8][C:2]1([O:1][Si:25]([CH3:28])([CH3:27])[CH3:26])[CH2:6][C:5](=[O:7])[CH:4]=[CH:3]1)[C:13]1[CH:14]=[CH:15][CH:16]=[CH:17][CH:18]=1. Reported procedure: A solution of 1.2 g (4.9 mmoles) of 4-hydroxy-4-(4-phenoxybutyl)-2-cyclopentenone in 10 ml of diisopropylethylamine was cooled to 0° C. in an atmosphere of nitrogen, and 20 ml (10 mmoles) of trimethylsilyl trifluoromethanesulfonate (5 M dichloromethane solution) was added. The mixture was stirred for 20 minutes. After the reaction, water was added, and the mixture was exracted with ether. The extract was washed with water and an aqueous sodium chloride solution, and then dried. The solvent was d... Reactants: C(C)(C)(C)OC(COC1CC(CCC1)NC=1C2=C(N=CN1)OC(=C2)C2=CC=CC=C2)=O ((+/−)-({3-[(6-phenylfuro[2,3-d]pyrimidin-4-yl)amino]cyclohexyl}-oxy)acetic acid tert-butyl ester), BrN1C(CCC1=O)=O (N-bromosuccinimide), BrN1C(CCC1=O)=O (N-bromosuccinimide). The solvent is C(Cl)(Cl)(Cl)Cl (carbon tetrachloride). Yields the product C(C)(C)(C)OC(COC1CC(CCC1)NC=1C2=C(N=CN1)OC(=C2Br)C2=CC=CC=C2)=O ((+/−)-({3-[(5-Bromo-6-phenylfuro[2,3-d]pyrimidin-4-yl)amino]cyclohexyl}oxy)acetic acid tert-butyl ester). Isolated yield 50.5%. As a reaction SMILES: [C:1]([O:5][C:6](=[O:31])[CH2:7][O:8][CH:9]1[CH2:14][CH2:13][CH2:12][CH:11]([NH:15][C:16]2[C:17]3[CH:24]=[C:23]([C:25]4[CH:30]=[CH:29][CH:28]=[CH:27][CH:26]=4)[O:22][C:18]=3[N:19]=[CH:20][N:21]=2)[CH2:10]1)([CH3:4])([CH3:3])[CH3:2].[Br:32]N1C(=O)CCC1=O>C(Cl)(Cl)(Cl)Cl>[C:1]([O:5][C:6](=[O:31])[CH2:7][O:8][CH:9]1[CH2:14][CH2:13][CH2:12][CH:11]([NH:15][C:16]2[C:17]3[C:24]([Br:32])=[C:23]([C:25]4[CH:26]=[CH:27][CH:28]=[CH:29][CH:30]=4)[O:22][C:18]=3[N:19]=[CH:20][N:21]=2)[CH2:10]1)([CH3:4])([CH3:2])[CH3:3]. Procedure details: Suspend 1.65 g (3.9 mmol) of (+/−)-({3-[(6-phenylfuro[2,3-d]pyrimidin-4-yl)amino]cyclohexyl}-oxy)acetic acid tert-butyl ester in 4 ml of carbon tetrachloride and add 762 mg (4.3 mmol) of N-bromosuccinimide. Heat the reaction mixture under reflux for 1 h. After cooling to RT, add a further 350 mg of N-bromosuccinimide. Stir the reaction mixture under reflux again for 1 h, then cool and concentrate under reduced pressure. From the residue, after purification by chromatography on silica gel (eluent... Reactants: Cl (hydrochloric acid), NCC=1C=NN(C1NC(C1=CC=CC=C1)(C1=CC=CC=C1)C1=CC=CC=C1)CCC (4-aminomethyl-1-propyl-5-tritylaminopyrazole). The solvent is C(C)(=O)OCC (ethyl acetate), C(C)(=O)OCC (ethyl acetate), CO (methanol). Conditions: time 2 hour. Product: Cl.Cl.NCC=1C=NN(C1N)CCC (4-aminomethyl-1-propyl-5-aminopyrazole dihydrochloride). RXN SMILES: [NH2:1][CH2:2][C:3]1[CH:4]=[N:5][N:6]([CH2:28][CH2:29][CH3:30])[C:7]=1[NH:8]C(C1C=CC=CC=1)(C1C=CC=CC=1)C1C=CC=CC=1.[ClH:31]>C(OCC)(=O)C.CO>[ClH:31].[ClH:31].[NH2:1][CH2:2][C:3]1[CH:4]=[N:5][N:6]([CH2:28][CH2:29][CH3:30])[C:7]=1[NH2:8] |f:4.5.6|. Procedure: To a solution of 4-aminomethyl-1-propyl-5-tritylaminopyrazole (9.6 g) in a mixture of ethyl acetate (150 ml) and methanol (30 ml) was added 4N hydrochloric acid in ethyl acetate (24.2 ml), and the mixture was stirred at room temperature for 2 hours. The resulting precipitate was collected by filtration and dried in vacuo to give 4-aminomethyl-1-propyl-5-aminopyrazole dihydrochloride (3.3 g). The reactants are S1CCC(CC1)C1=NC=2N(C(=C1)O)N=CC2 (5-(tetrahydro-2H-thiopyran-4-yl)pyrazolo[1,5-a]pyrimidin-7-ol), CN(C1=CC=CC=C1)C (dimethylaniline), P(=O)(Cl)(Cl)Cl (phosphoryl trichloride). Run at temperature 50 celsius. Product: ClC1=CC(=NC=2N1N=CC2)C2CCSCC2 (7-Chloro-5-(tetrahydro-2H-thiopyran-4-yl)pyrazolo[1,5-a]pyrimidine). As a reaction SMILES: [S:1]1[CH2:6][CH2:5][CH:4]([C:7]2[CH:12]=[C:11](O)[N:10]3[N:14]=[CH:15][CH:16]=[C:9]3[N:8]=2)[CH2:3][CH2:2]1.CN(C)C1C=CC=CC=1.P(Cl)(Cl)([Cl:28])=O>>[Cl:28][C:11]1[N:10]2[N:14]=[CH:15][CH:16]=[C:9]2[N:8]=[C:7]([CH:4]2[CH2:5][CH2:6][S:1][CH2:2][CH2:3]2)[CH:12]=1. Reported procedure: To a mixture of 5-(tetrahydro-2H-thiopyran-4-yl)pyrazolo[1,5-a]pyrimidin-7-ol (Int-1b, 1.50 g, 6.38 mmol) and dimethylaniline (2.0 mL, 15 mml) was added phosphoryl trichloride (20 mL). The mixture was heated at 50° C. for 5 h and concentrated. The residue was diluted with methylene chloride (50 mL) and quenched with saturated NaHCO3 (50 mL). The mixture was separated and the aqueous layer was extracted with methylene chloride (50 mL×2). The combined organic layers were dried over Na2SO4, filtere... The reactants are Cc1ccc(-c2ccccc2O)cc1N1CCN(C(=O)OC(C)(C)C)CC1, ClCCN1CCCC1, Cl, [K+], [K+], O=C([O-])[O-]. Yields the product Cc1ccc(-c2ccccc2OCCN2CCCC2)cc1N1CCN(C(=O)OC(C)(C)C)CC1. As a reaction SMILES: [C:1]([CH3:2])([CH3:3])([CH3:4])[O:5][C:6](=[O:7])[N:8]1[CH2:9][CH2:10][N:11]([c:14]2[cH:15][c:16](-[c:21]3[c:22]([OH:27])[cH:23][cH:24][cH:25][cH:26]3)[cH:17][cH:18][c:19]2[CH3:20])[CH2:12][CH2:13]1.[Cl:35][CH2:36][CH2:37][N:38]1[CH2:39][CH2:40][CH2:41][CH2:42]1.[ClH:34].[K+:28].[K+:29].[O-:30][C:31]([O-:32])=[O:33]>>[C:1]([CH3:2])([CH3:3])([CH3:4])[O:5][C:6](=[O:7])[N:8]1[CH2:9][CH2:10][N:11]([c:14]2[cH:15][c:16](-[c:21]3[c:22]([O:27][CH2:36][CH2:37][N:38]4[CH2:39][CH2:40][CH2:41][CH2:42]4)[cH:23][cH:24][cH:25][cH:26]3)[cH:17][cH:18][c:19]2[CH3:20])[CH2:12][CH2:13]1. The reactants are [Si](C)(C)(C(C)(C)C)OCC1(CC=2N(CCS1)C(=NN2)C2(CC2)C2=CC=C(C=C2)C2=NC=C(C=N2)C)C (8-({[Tert-butyl(dimethyl)silyl]oxy}methyl)-8-methyl-3-{1-[4-(5-methylpyrimidin-2-yl)phenyl]cyclopropyl}-5,6,8,9-tetrahydro[1,2,4]triazolo[4,3-d][1,4]thiazepine), Cl (hydrochloric acid). Solvent: CO (methanol). Product: CC1(CC=2N(CCS1)C(=NN2)C2(CC2)C2=CC=C(C=C2)C2=NC=C(C=N2)C)CO ((8-Methyl-3-{1-[4-(5-methylpyrimidin-2-yl)phenyl]cyclopropyl}-5,6,8,9-tetrahydro[1,2,4]triazolo[4,3-d][1,4]thiazepin-8-yl)methanol). Isolated yield 49.1%. Reaction SMILES: [Si]([O:8][CH2:9][C:10]1([CH3:36])[S:16][CH2:15][CH2:14][N:13]2[C:17]([C:20]3([C:23]4[CH:28]=[CH:27][C:26]([C:29]5[N:34]=[CH:33][C:32]([CH3:35])=[CH:31][N:30]=5)=[CH:25][CH:24]=4)[CH2:22][CH2:21]3)=[N:18][N:19]=[C:12]2[CH2:11]1)(C(C)(C)C)(C)C.Cl>CO>[CH3:36][C:10]1([CH2:9][OH:8])[S:16][CH2:15][CH2:14][N:13]2[C:17]([C:20]3([C:23]4[CH:24]=[CH:25][C:26]([C:29]5[N:34]=[CH:33][C:32]([CH3:35])=[CH:31][N:30]=5)=[CH:27][CH:28]=4)[CH2:22][CH2:21]3)=[N:18][N:19]=[C:12]2[CH2:11]1. Reported procedure: A solution of the compound (298 mg, 0.57 mmol) obtained in Example 51-1) and 4 M hydrochloric acid (1,4-dioxane solution, 1 mL) in methanol (4 mL) was stirred at room temperature for 16 h. The reaction mixture was concentrated under reduced pressure, saturated aqueous sodium hydrogencarbonate was added to the residue, the mixture was extracted with dichloromethane, and the organic layer was washed with saturated sodium chloride solution and dried with anhydrous sodium sulfate. After filtration, ... Reactants: BrCCCON1C(CC2(CCCC2)CC1=O)=O (8-(3-bromopropyloxy)-8-azaspiro[4.5]decan-7,9-dione), Cl.Cl.N1=C(N=CC=C1)N1CCNCC1 (1-(2-pyrimidinyl)piperazine dihydrochloride), C(=O)([O-])[O-].[K+].[K+] (K2CO3), [Na+].[I-] (NaI). Solvent: CC#N (CH3CN). The product is O.Cl.N1=C(N=CC=C1)N1CCN(CC1)CCCON1C(CC2(CCCC2)CC1=O)=O.N1=C(N=CC=C1)N1CCN(CC1)CCCON1C(CC2(CCCC2)CC1=O)=O.Cl (8-[3-[4-(2-Pyrimidinyl)-1-piperazinyl]propyloxy]-8-azaspiro-[4.5]decan-7,9-dione hydrochloride hemihydrate). Reaction SMILES: Br[CH2:2][CH2:3][CH2:4][O:5][N:6]1[C:15](=[O:16])[CH2:14][C:9]2([CH2:13][CH2:12][CH2:11][CH2:10]2)[CH2:8][C:7]1=[O:17].[ClH:18].Cl.[N:20]1[CH:25]=[CH:24][CH:23]=[N:22][C:21]=1[N:26]1[CH2:31][CH2:30][NH:29][CH2:28][CH2:27]1.C([O-])([O-])=O.[K+].[K+].[Na+].[I-]>CC#N>[OH2:5].[ClH:18].[N:20]1[CH:25]=[CH:24][CH:23]=[N:22][C:21]=1[N:26]1[CH2:31][CH2:30][N:29]([CH2:2][CH2:3][CH2:4][O:5][N:6]2[C:15](=[O:16])[CH2:14][C:9]3([CH2:13][CH2:12][CH2:11][CH2:10]3)[CH2:8][C:7]2=[O:17])[CH2:28][CH2:27]1.[N:20]1[CH:25]=[CH:24][CH:23]=[N:22][C:21]=1[N:26]1[CH2:31][CH2:30][N:29]([CH2:2][CH2:3][CH2:4][O:5][N:6]2[C:15](=[O:16])[CH2:14][C:9]3([CH2:13][CH2:12][CH2:11][CH2:10]3)[CH2:8][C:7]2=[O:17])[CH2:28][CH2:27]1.[ClH:18] |f:1.2.3,4.5.6,7.8,10.11.12.13.14|. Reported procedure: To a mixture of 8-(3-bromopropyloxy)-8-azaspiro[4.5]decan-7,9-dione (4.0 g) and 1-(2-pyrimidinyl)piperazine dihydrochloride (3.13 g) in 100 ml of dry CH3CN were added K2CO3 (52.9 mmol) and NaI (200 mg). The mixture was heated to 80° with stirring under N2.